This data is from the Open Reaction Database (ORD), a public repository of structured organic reaction records. The task is: describe an organic reaction: reactants, conditions, products, and yield Reactants: CNC1CCC(N(Cc2ccccc2)Cc2ccccc2)CC1, CS(=O)(=O)Cl, ClCCl. Product: CN(C1CCC(N(Cc2ccccc2)Cc2ccccc2)CC1)S(C)(=O)=O. RXN SMILES: [CH2:1]([c:2]1[cH:3][cH:4][cH:5][cH:6][cH:7]1)[N:8]([CH:9]1[CH2:10][CH2:11][CH:12]([NH:15][CH3:16])[CH2:13][CH2:14]1)[CH2:17][c:18]1[cH:19][cH:20][cH:21][cH:22][cH:23]1.[CH3:24][S:25]([Cl:26])(=[O:27])=[O:28].[Cl:29][CH2:30][Cl:31]>>[CH2:1]([c:2]1[cH:3][cH:4][cH:5][cH:6][cH:7]1)[N:8]([CH:9]1[CH2:10][CH2:11][CH:12]([N:15]([CH3:16])[S:25]([CH3:24])(=[O:27])=[O:28])[CH2:13][CH2:14]1)[CH2:17][c:18]1[cH:19][cH:20][cH:21][cH:22][cH:23]1. The reactants are Cl.NCC(=O)C1=CC(=C(C=C1)OCCCCCCCC)C(F)(F)F (2-Amino-1-(4-(octyloxy)-3-(trifluoromethyl)phenyl)ethanone hydrochloride), C(C)(C)(C)OC(=O)N1C(OC[C@@]1(C(=O)O)C)(C)C ((R)-3-(tert-Butoxycarbonyl)-2,2,4-trimethyloxazolidine-4-carboxylic acid). Product: CC1(OC[C@@](N1C(=O)OC(C)(C)C)(C(NCC(=O)C1=CC(=C(C=C1)OCCCCCCCC)C(F)(F)F)=O)C)C ((R)-tert-Butyl 2,2,4-trimethyl-4-(2-(4-(octyloxy)-3-(trifluoromethyl)phenyl)-2-oxoethylcarbamoyl)oxazolidine-3-carboxylate). Reaction SMILES: Cl.[NH2:2][CH2:3][C:4]([C:6]1[CH:11]=[CH:10][C:9]([O:12][CH2:13][CH2:14][CH2:15][CH2:16][CH2:17][CH2:18][CH2:19][CH3:20])=[C:8]([C:21]([F:24])([F:23])[F:22])[CH:7]=1)=[O:5].[C:25]([O:29][C:30]([N:32]1[C@@:36]([CH3:40])([C:37](O)=[O:38])[CH2:35][O:34][C:33]1([CH3:42])[CH3:41])=[O:31])([CH3:28])([CH3:27])[CH3:26]>>[CH3:41][C:33]1([CH3:42])[N:32]([C:30]([O:29][C:25]([CH3:27])([CH3:26])[CH3:28])=[O:31])[C@@:36]([CH3:40])([C:37](=[O:38])[NH:2][CH2:3][C:4]([C:6]2[CH:11]=[CH:10][C:9]([O:12][CH2:13][CH2:14][CH2:15][CH2:16][CH2:17][CH2:18][CH2:19][CH3:20])=[C:8]([C:21]([F:22])([F:23])[F:24])[CH:7]=2)=[O:5])[CH2:35][O:34]1 |f:0.1|. Reported procedure: Synthesis of phenyl-thiazoles is described in Scheme 4. Reaction of benzyl or allyl alcohol with substituted 4-fluorobenzoic acid 1 afforded the substituted ether-benzoate 2. The substituted ether-benzoate 2 was then coupled with hydrazine to afford benzohydrazide 3. Reaction of benzohydrazide 3 with orthogonally protected amino acid 4 under HATU conditions followed by cyclization and deprotection (or vis versa) provided phenol 6 in good yield. Mitsunobu reaction of phenol 6 with desired alcohol...